Dataset: the Open Reaction Database (ORD), a public repository of structured organic reaction records. Task: describe an organic reaction: reactants, conditions, products, and yield The reactants are COC=1C=C2C(=CC=NC2=CC1OC)OC1=CC(=C(N)C=C1C)C (4-[(6,7-Dimethoxy-4-quinolyl)oxy]-2,5-dimethylaniline), ClC(Cl)(OC(OC(Cl)(Cl)Cl)=O)Cl (triphosgene), C([O-])(O)=O.[Na+] (sodium bicarbonate), ClC=1C=C(C=CC1)CO ((3-chlorophenyl)methanol). Solvent: C(C)N(CC)CC (triethylamine), C1(=CC=CC=C1)C (toluene), C(Cl)Cl (methylene chloride). Product: COC=1C=C2C(=CC=NC2=CC1OC)OC1=CC(=C(C=C1C)NC(OCC1=CC(=CC=C1)Cl)=O)C (3-Chlorobenzyl N-{4-[(6,7-dimethoxy-4-quinolyl)oxy]-2,5-dimethylphenyl}carbamate). The yield is 77.0%. Reaction SMILES: [CH3:1][O:2][C:3]1[CH:4]=[C:5]2[C:10](=[CH:11][C:12]=1[O:13][CH3:14])[N:9]=[CH:8][CH:7]=[C:6]2[O:15][C:16]1[C:22]([CH3:23])=[CH:21][C:19]([NH2:20])=[C:18]([CH3:24])[CH:17]=1.ClC(Cl)(O[C:29](=[O:35])[O:30][C:31](Cl)(Cl)Cl)Cl.[Cl:37][C:38]1[CH:39]=[C:40](CO)[CH:41]=[CH:42][CH:43]=1.C(=O)(O)[O-].[Na+]>C(Cl)Cl.C(N(CC)CC)C.C1(C)C=CC=CC=1>[CH3:1][O:2][C:3]1[CH:4]=[C:5]2[C:10](=[CH:11][C:12]=1[O:13][CH3:14])[N:9]=[CH:8][CH:7]=[C:6]2[O:15][C:16]1[C:22]([CH3:23])=[CH:21][C:19]([NH:20][C:29](=[O:35])[O:30][CH2:31][C:42]2[CH:41]=[CH:40][CH:39]=[C:38]([Cl:37])[CH:43]=2)=[C:18]([CH3:24])[CH:17]=1 |f:3.4|. Procedure: 4-[(6,7-Dimethoxy-4-quinolyl)oxy]-2,5-dimethylaniline (100 mg) was added to toluene (10 ml) and triethylamine (1 ml), and the mixture was heated under reflux to prepare a solution. A solution of triphosgene (140 mg) in methylene chloride was then added thereto, and the mixture was heated under reflux for 10 min. Next, (3-chlorophenyl)methanol (67 mg) was added thereto, and the mixture was further stirred with heating under reflux for 3 hr. A saturated aqueous sodium bicarbonate solution was adde...